From a dataset of the Open Reaction Database (ORD), a public repository of structured organic reaction records. describe an organic reaction: reactants, conditions, products, and yield Starting materials: [H-].[Na+] (Sodium hydride), O (Water), C(C1=CC=CC=C1)O (benzyl alcohol), BrCCCCBr (1,4-Dibromobutane). Solvent: O1CCCC1 (tetrahydrofuran). Yields the product C(C1=CC=CC=C1)OCCCCBr (4-benzyloxybutyl bromide). Isolated yield 56.3%. As a reaction SMILES: [H-].[Na+].[CH2:3]([OH:10])[C:4]1[CH:9]=[CH:8][CH:7]=[CH:6][CH:5]=1.[Br:11][CH2:12][CH2:13][CH2:14][CH2:15]Br.O>O1CCCC1>[CH2:3]([O:10][CH2:15][CH2:14][CH2:13][CH2:12][Br:11])[C:4]1[CH:9]=[CH:8][CH:7]=[CH:6][CH:5]=1 |f:0.1|. Reported procedure: 60% Sodium hydride (1.2 g) was suspended in tetrahydrofuran (30 ml), and benzyl alcohol (3.0 g) was added under ice-cooling with stirring. The mixture was stirred at room temperature for 30 min, and again ice-cooled. 1,4-Dibromobutane (6.0 g) was added and the mixture was stirred for 3 hr. Water was added to the reaction mixture and the mixture was extracted with ethyl acetate. The organic layer was washed with brine, dried and the solvent was evaporated under reduced pressure to give 3.8 g of 4... Reactants: C=CCOc1ccc(Cl)cc1C=O, C1CCOC1, CC(C)(C)S(N)=O, CC[O-], CC[O-], CC[O-], CC[O-], ClCCl, O, [Ti+4]. Product: C=CCOc1ccc(Cl)cc1C=NS(=O)C(C)(C)C. Reaction SMILES: [CH2:1]([CH:2]=[CH2:3])[O:4][c:5]1[c:6]([CH:7]=[O:8])[cH:9][c:10]([Cl:13])[cH:11][cH:12]1.[CH2:21]1[O:22][CH2:23][CH2:24][CH2:25]1.[CH3:14][C:15]([CH3:16])([CH3:17])[S:18](=[O:19])[NH2:20].[CH3:30][CH2:31][O-:32].[CH3:34][CH2:35][O-:36].[CH3:37][CH2:38][O-:39].[CH3:40][CH2:41][O-:42].[Cl:27][CH2:28][Cl:29].[OH2:26].[Ti+4:33]>>[CH2:1]([CH:2]=[CH2:3])[O:4][c:5]1[c:6]([CH:7]=[N:20][S:18]([C:15]([CH3:14])([CH3:16])[CH3:17])=[O:19])[cH:9][c:10]([Cl:13])[cH:11][cH:12]1.